From a dataset of the Open Reaction Database (ORD), a public repository of structured organic reaction records. describe an organic reaction: reactants, conditions, products, and yield Reactants: CC(=O)O[BH-](OC(C)=O)OC(C)=O, CC(=O)O, CN(C)C=O, ClCCl, O=[N+]([O-])c1cccc2[nH]c(NCC3CCNCC3)nc12, [Na+], O, O=Cc1cccc2ccccc12. The product is O=[N+]([O-])c1cccc2[nH]c(NCC3CCN(Cc4cccc5ccccc45)CC3)nc12. Reaction SMILES: [C:13]([O:14][BH-:15]([O:16][C:17](=[O:18])[CH3:19])[O:20][C:21](=[O:22])[CH3:23])(=[O:24])[CH3:25].[C:48]([OH:49])(=[O:50])[CH3:51].[CH3:52][N:53]([CH3:54])[CH:55]=[O:56].[Cl:57][CH2:58][Cl:59].[N+:27](=[O:28])([O-:29])[c:30]1[cH:31][cH:32][cH:33][c:34]2[nH:35][c:36]([NH:39][CH2:40][CH:41]3[CH2:42][CH2:43][NH:44][CH2:45][CH2:46]3)[n:37][c:38]12.[Na+:26].[OH2:47].[c:1]1([CH:11]=[O:12])[cH:2][cH:3][cH:4][c:5]2[cH:6][cH:7][cH:8][cH:9][c:10]12>>[c:1]1([CH2:11][N:44]2[CH2:43][CH2:42][CH:41]([CH2:40][NH:39][c:36]3[nH:35][c:34]4[cH:33][cH:32][cH:31][c:30]([N+:27](=[O:28])[O-:29])[c:38]4[n:37]3)[CH2:46][CH2:45]2)[cH:2][cH:3][cH:4][c:5]2[cH:6][cH:7][cH:8][cH:9][c:10]12. Reactants: C1COCCO1, Fc1cccc(F)c1-c1nc(Cl)nc(Nc2ccc(Cl)cc2)n1, NN, O, O. The product is NNc1nc(Nc2ccc(Cl)cc2)nc(-c2c(F)cccc2F)n1. RXN SMILES: [CH2:28]1[O:29][CH2:30][CH2:31][O:32][CH2:33]1.[Cl:1][c:2]1[n:3][c:4]([NH:16][c:17]2[cH:18][cH:19][c:20]([Cl:23])[cH:21][cH:22]2)[n:5][c:6](-[c:8]2[c:9]([F:15])[cH:10][cH:11][cH:12][c:13]2[F:14])[n:7]1.[NH2:25][NH2:26].[OH2:24].[OH2:27]>>[c:2]1([NH:25][NH2:26])[n:3][c:4]([NH:16][c:17]2[cH:18][cH:19][c:20]([Cl:23])[cH:21][cH:22]2)[n:5][c:6](-[c:8]2[c:9]([F:15])[cH:10][cH:11][cH:12][c:13]2[F:14])[n:7]1. Starting materials: C(C)(C)(C)OC(=O)N[C@@H](CC1=CNC2=CC=CC=C12)C(=O)O (tert-Butyloxycarbonyl-L-tryptophan), C1NCCC2=CC=CC=C12 (1,2,3,4-tetrahydroisoquinoline), OC1=CC=CC=2NN=NC21 (hydroxybenzotriazole), C(C)(C)N(CC)C(C)C (diisopropylethylamine), C(CCl)Cl (EDC). Run in C1CCOC1 (THF). Conditions: time 8 hour. The product is C(C)(C)(C)OC(NC(C(=O)N1CC2=CC=CC=C2CC1)CC1=CNC2=CC=CC=C12)=O ([2-(3,4-Dihydro-1H-isoquinolin-2-yl)-1-(1H-indol-3-ylmethyl)-2-oxo-ethyl]-carbamic acid tert-butyl ester). RXN SMILES: [C:1]([O:5][C:6]([NH:8][C@H:9]([C:20]([OH:22])=O)[CH2:10][C:11]1[C:19]2[C:14](=[CH:15][CH:16]=[CH:17][CH:18]=2)[NH:13][CH:12]=1)=[O:7])([CH3:4])([CH3:3])[CH3:2].[CH2:23]1[C:32]2[C:27](=[CH:28][CH:29]=[CH:30][CH:31]=2)[CH2:26][CH2:25][NH:24]1.OC1C2N=NNC=2C=CC=1.C(N(C(C)C)CC)(C)C.C(Cl)CCl>C1COCC1>[C:1]([O:5][C:6](=[O:7])[NH:8][CH:9]([CH2:10][C:11]1[C:19]2[C:14](=[CH:15][CH:16]=[CH:17][CH:18]=2)[NH:13][CH:12]=1)[C:20]([N:24]1[CH2:25][CH2:26][C:27]2[C:32](=[CH:31][CH:30]=[CH:29][CH:28]=2)[CH2:23]1)=[O:22])([CH3:2])([CH3:3])[CH3:4]. Reported procedure: tert-Butyloxycarbonyl-L-tryptophan (3.00 g, 9.9 mmol) and 1,2,3,4-tetrahydroisoquinoline (1.31 g, 9.9 mmol) were suspended in THF (20 ml). At a temperature of 0° C., hydroxybenzotriazole (1.33 g, 9.9 mmol), diisopropylethylamine (1.27 g, 9.9 mmol), and EDC (N-3-dimethylaminopropyl-N′-ethylcarbodiimide hydrochloride, 1.89 g, 9.9 mmol) were added. The reaction mixture was stirred overnight at r.t. The solvent was evaporated, the residue was taken up in ethyl acetate, washed with water, and dried (... The reactants are [OH-].[K+] (potassium hydroxide), ice, [Na+].[Cl-] (NaCl), CC(C(=O)OCC)C(C)=O (ethyl 2-methyl-3-oxobutyrate), diazonium salt, C(C)(=O)[O-].[Na+] (sodium acetate), N(=O)[O-].[Na+] (NaNO2), NC1=CC=C(C=C1)C (p-toluidine). The solvent is O (water), C(C)O (ethanol), O (water), Cl (HCl), O (water). Run at temperature 0 celsius, time 20 minute. Product: CC=1C=C2C=C(NC2=CC1)C(=O)OCC (Ethyl 5-methyl-2-indolecarboxylate). Yield: 29.6%. As a reaction SMILES: N([O-])=O.[Na+].[NH2:5][C:6]1[CH:11]=[CH:10][C:9]([CH3:12])=[CH:8][CH:7]=1.C([O-])(=O)C.[Na+].[CH3:18][CH:19](C(=O)C)[C:20]([O:22][CH2:23][CH3:24])=[O:21].[OH-].[K+].[Na+].[Cl-]>O.Cl.C(O)C>[CH3:12][C:9]1[CH:8]=[C:7]2[C:6](=[CH:11][CH:10]=1)[NH:5][C:19]([C:20]([O:22][CH2:23][CH3:24])=[O:21])=[CH:18]2 |f:0.1,3.4,6.7,8.9|. Reported procedure: 15.4 g of NaNO2 in 4 ml of water are added, at 0° C., to 23.57 g of p-toluidine in 50 ml of HCl and 100 ml of water; after stiring for 20 minutes, 18.2 g of sodium acetate ate added. Separately, a mixture of 28.8 g of ethyl 2-methyl-3-oxobutyrate in 100 ml of ethanol is prepared, at 0° C, and is treated with 11.22 g of potassium hydroxide in20 ml of water and 200 g of crushed ice. The diazonium salt solution prepared above is added and the mixture is left stirring for 3 hours at 0° C. After leav... Starting materials: C(C1=CC=CC=C1)OC=1C=CC(=C(C1)CC(=O)OC(C)C)[N+](=O)[O-] (isopropyl 5-benzyloxy-2-nitrophenylacetate), [Cl-].[NH4+] (ammonium chloride), C(C)O (ethanol). Reagents/catalysts: [Fe] (iron). Solvent: O (water). Conditions: temperature 80 celsius, time 1.2 hour. Yields the product NC1=C(C=C(C=C1)OCC1=CC=CC=C1)CC(=O)OC(C)C (isopropyl 2-amino-5-benzyloxyphenylacetate). Yield: 102.2%. Reaction SMILES: [CH2:1]([O:8][C:9]1[CH:10]=[CH:11][C:12]([N+:22]([O-])=O)=[C:13]([CH2:15][C:16]([O:18][CH:19]([CH3:21])[CH3:20])=[O:17])[CH:14]=1)[C:2]1[CH:7]=[CH:6][CH:5]=[CH:4][CH:3]=1.[Cl-].[NH4+].C(O)C>[Fe].O>[NH2:22][C:12]1[CH:11]=[CH:10][C:9]([O:8][CH2:1][C:2]2[CH:7]=[CH:6][CH:5]=[CH:4][CH:3]=2)=[CH:14][C:13]=1[CH2:15][C:16]([O:18][CH:19]([CH3:21])[CH3:20])=[O:17] |f:1.2|. Procedure details: A mixture of isopropyl 5-benzyloxy-2-nitrophenylacetate (4.2 g), ammonium chloride (0.42 g) and iron powder (4.2 g) in a mixed solvent of ethanol (20 ml) and water (10 ml) was stirred at 80° C. for 1.2 hours. After cooling, the reaction mixture was filtered and the filtrate was concentrated under reduced pressure. The residue was partitioned between water and ethyl acetate and the ethyl acetate layer was washed with brine, dried over magnesium sulfate and evaporated under reduced pressure to giv... Reactants: ClC1=NC=CC=C1C(F)(F)F (2-chloro-3-trifluoromethylpyridine), O.NN (hydrazine hydrate). The solvent is C(C)O (ethanol). Yields the product FC(C=1C(=NC=CC1)NN)(F)F (3-trifluoromethyl-2-hydrazinopyridine). RXN SMILES: Cl[C:2]1[C:7]([C:8]([F:11])([F:10])[F:9])=[CH:6][CH:5]=[CH:4][N:3]=1.O.[NH2:13][NH2:14]>C(O)C>[F:9][C:8]([F:11])([F:10])[C:7]1[C:2]([NH:13][NH2:14])=[N:3][CH:4]=[CH:5][CH:6]=1 |f:1.2|. Reported procedure: A solution of 200 g of 2-chloro-3-trifluoromethylpyridine in 500 ml of ethanol and 300 ml of hydrazine hydrate is heated under reflux for 6 hours. The solution is then concentrated in vacuo and, after cooling, the crystalline residue is then taken up with water, filtered off, washed with water and dried to give 145 g of 3-trifluoromethyl-2-hydrazinopyridine in the form of crystals melting at 72° C. Starting materials: O1CCN(C2=C1C=CC=C2)CCO (2-(2,3-dihydro-1,4-benzoxazin-4-yl)ethanol), CS(=O)(=O)Cl (methanesulfonyl chloride), Ice water. The solvent is N1=CC=CC=C1 (pyridine). Reaction conditions: temperature 25 celsius, time 10 hour. The product is CS(=O)(=O)OCCN1CCOC2=C1C=CC=C2 (2-(2,3-dihydro-1,4-benzoxazine-4-yl)ethyl methanesulfonate). The yield is 61.4%. RXN SMILES: [O:1]1[C:6]2[CH:7]=[CH:8][CH:9]=[CH:10][C:5]=2[N:4]([CH2:11][CH2:12][OH:13])[CH2:3][CH2:2]1.[CH3:14][S:15](Cl)(=[O:17])=[O:16]>N1C=CC=CC=1>[CH3:14][S:15]([O:13][CH2:12][CH2:11][N:4]1[C:5]2[CH:10]=[CH:9][CH:8]=[CH:7][C:6]=2[O:1][CH2:2][CH2:3]1)(=[O:17])=[O:16]. Procedure details: To a solution of 2-(2,3-dihydro-1,4-benzoxazin-4-yl)ethanol (17.0 g, 94.9 mmol) in pyridine (200 ml) was added methanesulfonyl chloride (16.31 g, 142.0 mmol) dropwise at 0° C. The reaction mixture was stirred for 10 h at 25° C. Ice water (200 ml) was added and the mixture was extracted with ethyl acetate (2×100 ml). The combined organic extracts were washed with 2N HCl (3×75 ml), water (75 ml), brine (50 ml) and dried (Na2SO4). The solvent was evaporated under reduced pressure. The residue was t... Starting materials: C1(=CC=C(C=C1)C(C(=O)O)C1=CC=C(C=C1)C)C (di-p-tolylacetic acid), Cl.CO (HCl MeOH). Run in CO (methanol). Run at time 3 hour. Product: C1(=CC=C(C=C1)C(C(=O)OC)C1=CC=C(C=C1)C)C (Bis-p-tolylacetic acid, methyl ester). RXN SMILES: [C:1]1([CH3:18])[CH:6]=[CH:5][C:4]([CH:7]([C:11]2[CH:16]=[CH:15][C:14]([CH3:17])=[CH:13][CH:12]=2)[C:8]([OH:10])=[O:9])=[CH:3][CH:2]=1.Cl.[CH3:20]O>CO>[C:14]1([CH3:17])[CH:13]=[CH:12][C:11]([CH:7]([C:4]2[CH:5]=[CH:6][C:1]([CH3:18])=[CH:2][CH:3]=2)[C:8]([O:10][CH3:20])=[O:9])=[CH:16][CH:15]=1 |f:1.2|. Procedure: A solution of di-p-tolylacetic acid (4.90 g, 20.4 mmol) in methanol was treated with sat'd HCl/MeOH solution at room temperature. The mixture was stirred at room temperature (3 h). The solvent was removed in vacuo and the residue dissolved in dichloromethane and sodium bicarbonate solution. The aqueous layer was extracted with two additional portions of dichloromethane and the combined organic extracts were washed with brine, dried over Na2SO4, and concentrated under reduced pressure to afford t... The reactants are CCCCO, ClCCl, O=P(Cl)(Cl)Cl. Yields the product CCCCOP(=O)(Cl)Cl. As a reaction SMILES: [CH2:1]([CH2:2][CH2:3][CH3:4])[OH:5].[Cl:11][CH2:12][Cl:13].[P:6](=[O:7])([Cl:8])([Cl:9])[Cl:10]>>[CH2:1]([CH2:2][CH2:3][CH3:4])[O:5][P:6](=[O:7])([Cl:8])[Cl:9].